From a dataset of the Open Reaction Database (ORD), a public repository of structured organic reaction records. describe an organic reaction: reactants, conditions, products, and yield The reactants are NCC1CC1, O=[N+]([O-])c1cccnc1Cl, C1CCOC1, O. RXN SMILES: [CH:11]1([CH2:14][NH2:15])[CH2:12][CH2:13]1.[Cl:1][c:2]1[n:3][cH:4][cH:5][cH:6][c:7]1[N+:8](=[O:9])[O-:10].[O:17]1[CH2:18][CH2:19][CH2:20][CH2:21]1.[OH2:16]>>[c:2]1([NH:15][CH2:14][CH:11]2[CH2:12][CH2:13]2)[n:3][cH:4][cH:5][cH:6][c:7]1[N+:8](=[O:9])[O-:10]. Yields the product O=[N+]([O-])c1cccnc1NCC1CC1. The reactants are C(C1=CC=CC=C1)OC1=C(C=CC=C1)/C(/C(=O)OC)=C\OC ((E)-Methyl 2-(2'-benzyloxyphenyl)-3-methoxyacrylate), [H][H] (hydrogen). Reagents/catalysts: [Pd] (palladium on carbon). Run in C(C)(=O)OCC (ethyl acetate). Yields the product OC1=C(C=CC=C1)/C(/C(=O)OC)=C\OC ((E)-methyl 2-(2'-hydroxyphenyl)-3-methoxyacrylate). Yield: 99.0%. RXN SMILES: C([O:8][C:9]1[CH:14]=[CH:13][CH:12]=[CH:11][C:10]=1/[C:15](=[CH:20]\[O:21][CH3:22])/[C:16]([O:18][CH3:19])=[O:17])C1C=CC=CC=1.[H][H]>C(OCC)(=O)C.[Pd]>[OH:8][C:9]1[CH:14]=[CH:13][CH:12]=[CH:11][C:10]=1/[C:15](=[CH:20]\[O:21][CH3:22])/[C:16]([O:18][CH3:19])=[O:17]. Procedure details: (E)-Methyl 2-(2'-benzyloxyphenyl)-3-methoxyacrylate (5.44 g) was dissolved in ethyl acetate (50 ml) and 5% palladium on carbon (0.25 g) was added. The stirred mixture was hydrogenated at three atmospheres pressure, with stirring, until no more hydrogen was taken up, then filtered through celite and silica gel (50 g, Merck 60). Concentration of the filtrate under reduced pressure afforded (E)-methyl 2-(2'-hydroxyphenyl)-3-methoxyacrylate as a white crystalline solid (3.76 g; 99% yield), mp. 125°-... The reactants are CC(C)(C)OC(=O)C1CN(Cc2ccc(C#N)c(C(F)(F)F)c2)C1, O=C([O-])O, CC(C)O, Cl, NO, [Na+]. Product: CC(C)(C)OC(=O)C1CN(Cc2ccc(C(N)=NO)c(C(F)(F)F)c2)C1. Reaction SMILES: [C:1](#[N:2])[c:3]1[c:4]([C:21]([F:22])([F:23])[F:24])[cH:5][c:6]([CH2:7][N:8]2[CH2:9][CH:10]([C:12](=[O:13])[O:14][C:15]([CH3:16])([CH3:17])[CH3:18])[CH2:11]2)[cH:19][cH:20]1.[C:28](=[O:29])([OH:30])[O-:31].[CH:33]([OH:34])([CH3:35])[CH3:36].[ClH:25].[NH2:26][OH:27].[Na+:32]>>[C:1]([NH2:2])([c:3]1[c:4]([C:21]([F:22])([F:23])[F:24])[cH:5][c:6]([CH2:7][N:8]2[CH2:9][CH:10]([C:12](=[O:13])[O:14][C:15]([CH3:16])([CH3:17])[CH3:18])[CH2:11]2)[cH:19][cH:20]1)=[N:26][OH:27]. Starting materials: Fc1ccc2c(c1)OC(c1ccc(Br)cc1)CO2, Fc1ccc2c(c1)OC(c1ccc(CN3CCOCC3)cc1)CO2. Yields the product Fc1ccc2c(c1)OC(c1ccc(CN3CCCC3)cc1)CO2. RXN SMILES: [Br:1][c:2]1[cH:3][cH:4][c:5]([CH:6]2[O:7][c:8]3[cH:9][c:10]([F:11])[cH:12][cH:13][c:14]3[O:15][CH2:16]2)[cH:17][cH:18]1.[F:19][c:20]1[cH:21][cH:22][c:23]2[c:24]([cH:42]1)[O:25][CH:26]([c:29]1[cH:30][cH:31][c:32]([CH2:33][N:34]3[CH2:35][CH2:36][O:37][CH2:38][CH2:39]3)[cH:40][cH:41]1)[CH2:27][O:28]2>>[F:19][c:20]1[cH:21][cH:22][c:23]2[c:24]([cH:42]1)[O:25][CH:26]([c:29]1[cH:30][cH:31][c:32]([CH2:33][N:34]3[CH2:35][CH2:36][CH2:38][CH2:39]3)[cH:40][cH:41]1)[CH2:27][O:28]2. Reactants: N(=NC(=O)OC(C)C)C(=O)OC(C)C (Diisopropyl azodicarboxylate), ice, C(COCCOCCOCCOCCOCCOCC#C)O (3,6,9,12,15,18-hexaoxahenicos-20-yn-1-ol), C1(=CC=CC=C1)P(C1=CC=CC=C1)C1=CC=CC=C1 (triphenylphosphine), C1(C=CC(N1)=O)=O (maleimide). The solvent is C1CCOC1 (THF). Run at time 1 hour. Product: C(COCCOCCOCCOCCOCCOCC#C)N1C(C=CC1=O)=O (1-(3,6,9,12,15,18-hexaoxahenicos-20-yn-1-yl)-2,5-pyrroledione). The yield is 52.2%. Reaction SMILES: N(C(OC(C)C)=O)=NC(OC(C)C)=O.[CH2:15](O)[CH2:16][O:17][CH2:18][CH2:19][O:20][CH2:21][CH2:22][O:23][CH2:24][CH2:25][O:26][CH2:27][CH2:28][O:29][CH2:30][CH2:31][O:32][CH2:33][C:34]#[CH:35].C1(P(C2C=CC=CC=2)C2C=CC=CC=2)C=CC=CC=1.[C:56]1(=[O:62])[NH:60][C:59](=[O:61])[CH:58]=[CH:57]1>C1COCC1>[CH2:15]([N:60]1[C:56](=[O:62])[CH:57]=[CH:58][C:59]1=[O:61])[CH2:16][O:17][CH2:18][CH2:19][O:20][CH2:21][CH2:22][O:23][CH2:24][CH2:25][O:26][CH2:27][CH2:28][O:29][CH2:30][CH2:31][O:32][CH2:33][C:34]#[CH:35]. Procedure details: Diisopropyl azodicarboxylate (730 μL, 3.43 mmol) was added dropwise into the ice cooled solution of 3,6,9,12,15,18-hexaoxahenicos-20-yn-1-ol 1 (1000 mg, 3.12 mmol), triphenylphosphine (900 mg, 3.43 mmol) and maleimide (456 mg, 4.70 mmol) in anhydrous THF (20 mL) under nitrogen atmosphere (FIG. 3). The resulting brown solution was allowed to war to room temperature and stirred for 1 hour at room temperature. The solvent was evaporated at the reduced pressure and the crude product was purified on ... The reactants are CC(=O)O, CNC, CO, Cc1cc([N+](=O)[O-])c(OC(C)C)cc1C1=CCC(=O)CC1, ClCCl. Product: Cc1cc([N+](=O)[O-])c(OC(C)C)cc1C1=CCC(N(C)C)CC1. RXN SMILES: [C:25]([OH:26])(=[O:27])[CH3:28].[CH3:22][NH:23][CH3:24].[CH3:32][OH:33].[CH:1]([CH3:2])([CH3:3])[O:4][c:5]1[c:6]([N+:19](=[O:20])[O-:21])[cH:7][c:8]([CH3:18])[c:9]([C:11]2=[CH:12][CH2:13][C:14](=[O:17])[CH2:15][CH2:16]2)[cH:10]1.[Cl:29][CH2:30][Cl:31]>>[CH:1]([CH3:2])([CH3:3])[O:4][c:5]1[c:6]([N+:19](=[O:20])[O-:21])[cH:7][c:8]([CH3:18])[c:9]([C:11]2=[CH:12][CH2:13][CH:14]([N:23]([CH3:22])[CH3:24])[CH2:15][CH2:16]2)[cH:10]1.